Dataset: the Open Reaction Database (ORD), a public repository of structured organic reaction records. Task: describe an organic reaction: reactants, conditions, products, and yield The reactants are C(C1=CC=CC=C1)(=O)C1=C(C=C2N1CCC2C(=O)O)SC (5-benzoyl-6-methylthio-1,2-dihydro-3H-pyrrolo[1,2-a]pyrrole-1-carboxylic acid), Cl (hydrogen chloride). The solvent is C(CC(C)C)O (isoamyl alcohol). Reaction conditions: time 24 hour. Yields the product C(C1=CC=CC=C1)(=O)C1=C(C=C2N1CCC2C(=O)OCCC(C)C)SC (isoamyl 5-benzoyl-6-methylthio-1,2-dihydro-3H-pyrrolo[1,2-a]pyrrole-1-carboxylate). RXN SMILES: [C:1]([C:9]1[N:13]2[CH2:14][CH2:15][CH:16]([C:17]([OH:19])=[O:18])[C:12]2=[CH:11][C:10]=1[S:20][CH3:21])(=[O:8])[C:2]1[CH:7]=[CH:6][CH:5]=[CH:4][CH:3]=1.Cl>C(O)CC(C)C>[C:1]([C:9]1[N:13]2[CH2:14][CH2:15][CH:16]([C:17]([O:19][CH2:9][CH2:1][CH:2]([CH3:7])[CH3:3])=[O:18])[C:12]2=[CH:11][C:10]=1[S:20][CH3:21])(=[O:8])[C:2]1[CH:3]=[CH:4][CH:5]=[CH:6][CH:7]=1. Reported procedure: A solution of 300 mg of 5-benzoyl-6-methylthio-1,2-dihydro-3H-pyrrolo[1,2-a]pyrrole-1-carboxylic acid in 5 ml of isoamyl alcohol is saturated with hydrogen chloride. After 24 hours, the excess alcohol is distilled off in vacuo and the residue purified by chromatography on alumina, to yield isoamyl 5-benzoyl-6-methylthio-1,2-dihydro-3H-pyrrolo[1,2-a]pyrrole-1-carboxylate. Starting materials: C1CCC(C(C1)N)N.[Cl-].[Cl-].[Pt+2] (Dichloro(1,2-diaminocyclohexane)platinum(II)). Reagents/catalysts: [N+](=O)([O-])[O-].[Ag+] (silver nitrate). Run at temperature 60 celsius. Product: [Pt+2].N[C@H]1[C@@H](CCCC1)N (trans(-)-1,2-diaminocyclohexane platinum(II)). Isolated yield 56.6%. RXN SMILES: [CH2:1]1[CH2:6][CH:5]([NH2:7])[CH:4]([NH2:8])[CH2:3][CH2:2]1.[Cl-].[Cl-].[Pt+2:11]>[N+]([O-])([O-])=O.[Ag+]>[Pt+2:11].[NH2:7][C@@H:5]1[CH2:6][CH2:1][CH2:2][CH2:3][C@H:4]1[NH2:8] |f:0.1.2.3,4.5,6.7|. Reported procedure: Dichloro(1,2-diaminocyclohexane)platinum(II) (760 mg) and silver nitrate (680 mg) were stirred in the dark at 50° C. for 3 hours. The reaction mixture was chilled for 24 hours and filtered. An excess of sodium heptafluorobutyrate was added to the filtrate and the reaction mixture was heated at 60° C. A precipitate appeared and this was filtered and washed with water to give the title product (350 mg). The product is insoluble in water but soluble in alcohol (ethanol) to 50 mg/ml. In the TLC syst... Starting materials: [Li+].[OH-] (LiOH), F[C@H]1C[C@@H](N(C1)C1=CC=2N(C=C1)N=CC2C(=O)OCC)C2=CC(=CC=C2)F (ethyl 5-((2R,4S)-4-fluoro-2-(3-fluorophenyl)pyrrolidin-1-yl)pyrazolo[1,5-a]pyridine-3-carboxylate), [OH-].[Na+] (NaOH). Run in C1CCOC1.CO.O (THF MeOH H2O). Reaction conditions: temperature 50 celsius. Product: F[C@H]1C[C@@H](N(C1)C1=CC=2N(C=C1)N=CC2C(=O)O)C2=CC(=CC=C2)F (5-((2R,4S)-4-fluoro-2-(3-fluorophenyl)pyrrolidin-1-yl)pyrazolo[1,5-a]pyridine-3-carboxylic acid). Reaction SMILES: [F:1][C@@H:2]1[CH2:6][N:5]([C:7]2[CH:12]=[CH:11][N:10]3[N:13]=[CH:14][C:15]([C:16]([O:18]CC)=[O:17])=[C:9]3[CH:8]=2)[C@@H:4]([C:21]2[CH:26]=[CH:25][CH:24]=[C:23]([F:27])[CH:22]=2)[CH2:3]1.[Li+].[OH-].[OH-].[Na+]>C1COCC1.CO.O>[F:1][C@@H:2]1[CH2:6][N:5]([C:7]2[CH:12]=[CH:11][N:10]3[N:13]=[CH:14][C:15]([C:16]([OH:18])=[O:17])=[C:9]3[CH:8]=2)[C@@H:4]([C:21]2[CH:26]=[CH:25][CH:24]=[C:23]([F:27])[CH:22]=2)[CH2:3]1 |f:1.2,3.4,5.6.7|. Procedure: To a suspension of ethyl 5-((2R,4S)-4-fluoro-2-(3-fluorophenyl)pyrrolidin-1-yl)pyrazolo[1,5-a]pyridine-3-carboxylate (X-1) (51 mg, 0.14 mmol) in THF:MeOH:H2O 3:2:1 (3 mL) was added LiOH (29 mg, 0.7 mmol). The reaction was heated to 50° C. for 48 hours then cooled to room temperature and neutralized to pH 6 with 1M NaOH. The mixture was reduced to dryness and purified by column chromatography on silica gel with DCM/MeOH gradient as eluant to yield 5-((2R,4S)-4-fluoro-2-(3-fluorophenyl)pyrrolidin-... Yields the product C(C)(C)(C)OC(NC1=C(C=C(C=C1)C1=CC=C(C=C1)C#N)NC(CC(=O)C1=CC(=CC=C1)C#N)=O)=O ({4′-Cyano-3-[3-(3-cyano-phenyl)-3-oxo-propionylamino]-biphenyl-4-yl}-carbamic acid tert.-butyl ester). Reaction SMILES: [C:1]([O:5][C:6](=[O:23])[NH:7][C:8]1[CH:13]=[CH:12][C:11]([C:14]2[CH:19]=[CH:18][C:17]([C:20]#[N:21])=[CH:16][CH:15]=2)=[CH:10][C:9]=1[NH2:22])([CH3:4])([CH3:3])[CH3:2].CC1(C)[O:30][C:29]([C:31]2[CH:32]=[C:33]([CH:36]=[CH:37][CH:38]=2)[C:34]#[N:35])=[CH:28][C:27](=O)[O:26]1>>[C:1]([O:5][C:6](=[O:23])[NH:7][C:8]1[CH:13]=[CH:12][C:11]([C:14]2[CH:19]=[CH:18][C:17]([C:20]#[N:21])=[CH:16][CH:15]=2)=[CH:10][C:9]=1[NH:22][C:27](=[O:26])[CH2:28][C:29]([C:31]1[CH:38]=[CH:37][CH:36]=[C:33]([C:34]#[N:35])[CH:32]=1)=[O:30])([CH3:4])([CH3:2])[CH3:3]. Procedure: Prepared from (3-amino-4′-cyano-biphenyl-4-yl)-carbamic acid tert.-butyl ester (Example G40) and 3-(2,2-dimethyl-6-oxo-6H-[1,3]dioxin-4-yl)-benzonitrile (Example J4) according to the general procedure K. Obtained as a light red solid (185 mg). Reactants: C(C)(C)(C)OC(NC1=C(C=C(C=C1)C1=CC=C(C=C1)C#N)N)=O ((3-amino-4′-cyano-biphenyl-4-yl)-carbamic acid tert.-butyl ester), CC1(OC(C=C(O1)C=1C=C(C#N)C=CC1)=O)C (3-(2,2-dimethyl-6-oxo-6H-[1,3]dioxin-4-yl)-benzonitrile). Yields the product COC=1C=C2C(=CC=NC2=CC1OC)OC1=C(C=C(C(=C1)O)C)F (6,7-dimethoxy-4-(2-fluoro-5-hydroxy-4-methylphenoxy)quinoline). The yield is 22.2%. Starting materials: [OH-].[K+] (potassium hydroxide), ClC1=CC=NC2=CC(=C(C=C12)OC)OC (4-chloro-6,7-dimethoxyquinoline), FC1=C(C=C(C(=C1)C)O)O (2-fluoro-5-hydroxy-4-methylphenol). Reported procedure: Powdered potassium hydroxide (55 mg, 0.98 mmol) followed by 4-chloro-6,7-dimethoxyquinoline (200 mg, 0.89 mmol), (prepared as described for the starting material in Example 2), was added to 2-fluoro-5-hydroxy-4-methylphenol (600 mg, 4.2 mmol) heated at 130° C. and the mixture then stirred for 1.5 hours at 145° C. The mixture was allowed to cool then partitioned between ethyl acetate and water and the aqueous layer was adjusted to pH7 with 5M hydrochloric acid. The organic layer was separated, wa... Reaction conditions: temperature 130 celsius, time 1.5 hour. Reaction SMILES: [OH-].[K+].Cl[C:4]1[C:13]2[C:8](=[CH:9][C:10]([O:16][CH3:17])=[C:11]([O:14][CH3:15])[CH:12]=2)[N:7]=[CH:6][CH:5]=1.[F:18][C:19]1[CH:24]=[C:23]([CH3:25])[C:22]([OH:26])=[CH:21][C:20]=1[OH:27]>>[CH3:15][O:14][C:11]1[CH:12]=[C:13]2[C:8](=[CH:9][C:10]=1[O:16][CH3:17])[N:7]=[CH:6][CH:5]=[C:4]2[O:27][C:20]1[CH:21]=[C:22]([OH:26])[C:23]([CH3:25])=[CH:24][C:19]=1[F:18] |f:0.1|. Starting materials: ClC1=CC=C(C=C1)S(=O)(=O)Cl (4-chlorobenzenesulphonyl chloride), NC1=C(OC=2C=CC=C3C=CC=NC23)C=CC=C1 (8-(2-aminophenoxy)quinoline), N1=CC=CC=C1 (pyridine). The solvent is ClCCl (dichloromethane), ClCCl (dichloromethane). Conditions: temperature 25 celsius, time 1 hour. Product: N1=CC=CC2=CC=CC(=C12)OC1=C(C=CC=C1)NS(=O)(=O)C1=CC=C(C=C1)Cl (N-[2-(quinolin-8-yloxy)phenyl]-4-chlorobenzenesulphonamide). Reaction SMILES: [NH2:1][C:2]1[CH:18]=[CH:17][CH:16]=[CH:15][C:3]=1[O:4][C:5]1[CH:6]=[CH:7][CH:8]=[C:9]2[C:14]=1[N:13]=[CH:12][CH:11]=[CH:10]2.[Cl:19][C:20]1[CH:25]=[CH:24][C:23]([S:26](Cl)(=[O:28])=[O:27])=[CH:22][CH:21]=1.N1C=CC=CC=1>ClCCl>[N:13]1[C:14]2[C:9](=[CH:8][CH:7]=[CH:6][C:5]=2[O:4][C:3]2[CH:15]=[CH:16][CH:17]=[CH:18][C:2]=2[NH:1][S:26]([C:23]2[CH:24]=[CH:25][C:20]([Cl:19])=[CH:21][CH:22]=2)(=[O:28])=[O:27])[CH:10]=[CH:11][CH:12]=1. Procedure: 3.54 g of 8-(2-aminophenoxy)quinoline are dissolved in 70 ml of dichloromethane, and a solution of 3.17 g of 4-chlorobenzenesulphonyl chloride in 30 ml of dichloromethane is added at 25° C. After 1 hour, 2.42 ml of pyridine are added, and the mixture is stirred for 15 hours at 25° C. After removal of the solvent by evaporation, the residue is stirred with water. The product is filtered off and recrystallized from ethanol. Reactants: N#Cc1c(OS(=O)(=O)C(F)(F)F)nc(N)nc1-c1ccco1, [Na+], [Na+], O=C([O-])[O-], C1COCCO1, O, OB(O)c1ccccc1. Yields the product N#Cc1c(-c2ccccc2)nc(N)nc1-c1ccco1. Reaction SMILES: [NH2:1][c:2]1[n:3][c:4](-[c:18]2[o:19][cH:20][cH:21][cH:22]2)[c:5]([C:16]#[N:17])[c:6]([O:8][S:9]([C:10]([F:11])([F:12])[F:13])(=[O:14])=[O:15])[n:7]1.[Na+:32].[Na+:33].[O-:34][C:35](=[O:36])[O-:37].[O:39]1[CH2:40][CH2:41][O:42][CH2:43][CH2:44]1.[OH2:38].[OH:23][B:24]([OH:25])[c:26]1[cH:27][cH:28][cH:29][cH:30][cH:31]1>>[NH2:1][c:2]1[n:3][c:4](-[c:18]2[o:19][cH:20][cH:21][cH:22]2)[c:5]([C:16]#[N:17])[c:6](-[c:26]2[cH:27][cH:28][cH:29][cH:30][cH:31]2)[n:7]1.